Dataset: the Open Reaction Database (ORD), a public repository of structured organic reaction records. Task: describe an organic reaction: reactants, conditions, products, and yield The reactants are OCC(C)N1C2=NC=NC(=C2N=C1)Cl (9-(1-Hydroxy-2-propyl)-6-chloropurine), I (hydroiodic acid). Solvent: O (H2O). Run at time 45 minute. Yields the product OCC(C)N1C2=NC=NC(=C2N=C1)I (9-(1-HYDROXYL-2-PROPYL)-6-IODOPURINE). Reaction SMILES: [OH:1][CH2:2][CH:3]([N:5]1[CH:13]=[N:12][C:11]2[C:6]1=[N:7][CH:8]=[N:9][C:10]=2Cl)[CH3:4].[IH:15]>O>[OH:1][CH2:2][CH:3]([N:5]1[CH:13]=[N:12][C:11]2[C:6]1=[N:7][CH:8]=[N:9][C:10]=2[I:15])[CH3:4]. Procedure: 9-(1-Hydroxy-2-propyl)-6-chloropurine (I, 1.5 g, 7 mmol) was added to hydroiodic acid (15 ml) at -10° with stirring for 45 min. The precipitate was filtered, neutralized with anhydrous sodium acetate at 5°, and washed with a little cold water (3 times). Recrystallization from ethanol/H2O, gave colorless crystals. Yield=0.9 g (42%) mp=193°-194° uv λmax 276 nm (H2O, pH 5.5). Starting materials: FC(C=1C=C(C=CC1)B(O)O)(F)F (3-Trifluoromethylphenylboronic acid), ON1C(C=2C(C1=O)=CC=CC2)=O (N-hydroxyphthalimide). The product is FC(C=1C=C(ON2C(C=3C(C2=O)=CC=CC3)=O)C=CC1)(F)F (N-(3-Trifluoromethylphenoxy)phthalimide). The yield is 88.0%. Reaction SMILES: [F:1][C:2]([F:13])([F:12])[C:3]1[CH:4]=[C:5](B(O)O)[CH:6]=[CH:7][CH:8]=1.[OH:14][N:15]1[C:19](=[O:20])[C:18]2=[CH:21][CH:22]=[CH:23][CH:24]=[C:17]2[C:16]1=[O:25]>>[F:1][C:2]([F:13])([F:12])[C:3]1[CH:4]=[C:5]([CH:6]=[CH:7][CH:8]=1)[O:14][N:15]1[C:16](=[O:25])[C:17]2=[CH:24][CH:23]=[CH:22][CH:21]=[C:18]2[C:19]1=[O:20]. Reported procedure: 3-Trifluoromethylphenylboronic acid (380 mg, 2.0 mmol) was subjected to the representative coupling procedure with N-hydroxyphthalimide (NHP) as outlined above (method 1). Flash chromatographic purification over silica (40% EtOAc in hexanes) afforded 10 as a white solid (270 mg, 88%). 1H-NMR (500 MHz, CDCl3) δ 7.34-7.38 (m, 1H), 7.40-7.45 (m, 2H), 7.47 (m, J=0.9, 8.1 Hz, 1H), 7.82-7.87 (m, 2H), 7.92-7.97 (m, 2H); 13C-NMR (125 MHz, CDCl3) δ 111.6, 117.8, 118.1, 121.4, 122.3, 124.2, 128.8, 130.5, ... The reactants are BrCc1ccc(Br)cn1, CC#N, CC(C)C(C)(N)C(C)C, OC1CCNCC1. Yields the product OC1CCN(Cc2ccc(Br)cn2)CC1. As a reaction SMILES: [Br:1][c:2]1[cH:3][cH:4][c:5]([CH2:8][Br:9])[n:6][cH:7]1.[CH3:26][C:27]#[N:28].[CH:17]([C:18]([NH2:19])([CH:20]([CH3:21])[CH3:22])[CH3:23])([CH3:24])[CH3:25].[OH:10][CH:11]1[CH2:12][CH2:13][NH:14][CH2:15][CH2:16]1>>[Br:1][c:2]1[cH:3][cH:4][c:5]([CH2:8][N:14]2[CH2:13][CH2:12][CH:11]([OH:10])[CH2:16][CH2:15]2)[n:6][cH:7]1.